From a dataset of the Open Reaction Database (ORD), a public repository of structured organic reaction records. describe an organic reaction: reactants, conditions, products, and yield The reactants are COC1=CC=C(C=C1)C1=NC2=CC=C(C=C2N=C1C1=CC=C(C=C1)OC)S(=O)(=O)O (2,3-bis(4-methoxyphenyl)quinoxaline-6-sulfonic acid), N1CCOCC1 (morpholine). Yields the product COC1=CC=C(C=C1)C1=NC2=CC=C(C=C2N=C1C1=CC=C(C=C1)OC)S(=O)(=O)N1CCOCC1 (2,3-bis(4-methoxyphenyl)-6-(morpholinosulfonyl)quinoxaline). Yield: 14.7%. RXN SMILES: [CH3:1][O:2][C:3]1[CH:8]=[CH:7][C:6]([C:9]2[C:18]([C:19]3[CH:24]=[CH:23][C:22]([O:25][CH3:26])=[CH:21][CH:20]=3)=[N:17][C:16]3[C:11](=[CH:12][CH:13]=[C:14]([S:27](O)(=[O:29])=[O:28])[CH:15]=3)[N:10]=2)=[CH:5][CH:4]=1.[NH:31]1[CH2:36][CH2:35][O:34][CH2:33][CH2:32]1>>[CH3:1][O:2][C:3]1[CH:4]=[CH:5][C:6]([C:9]2[C:18]([C:19]3[CH:24]=[CH:23][C:22]([O:25][CH3:26])=[CH:21][CH:20]=3)=[N:17][C:16]3[C:11](=[CH:12][CH:13]=[C:14]([S:27]([N:31]4[CH2:36][CH2:35][O:34][CH2:33][CH2:32]4)(=[O:28])=[O:29])[CH:15]=3)[N:10]=2)=[CH:7][CH:8]=1. Procedure details: The product was obtained using the same synthetic methods as Example 54, using 2,3-bis(4-methoxyphenyl)quinoxaline-6-sulfonic acid (350 mg, 0.83 mmol, 1.00 equiv) and morpholine (1.44 g, 16.53 mmol, 20.00 equiv) as reactants. Purification by Prep-HPLC afforded 60 mg (34%) of 2,3-bis(4-methoxyphenyl)-6-(morpholinosulfonyl)quinoxaline as a white solid. Starting materials: FC1=C(C=C2CCC(OC2=C1F)CCCCC)O (7,8-difluoro-2-pentylchroman-6-ol), C#CC(CCC)O (1-hexyn-3-ol), C1(=CC=CC=C1)P(C1=CC=CC=C1)C1=CC=CC=C1 (triphenylphosphine), CC(C)OC(=O)/N=N/C(=O)OC(C)C (DIAD). Solvent: O (water), C1CCOC1 (THF). Run at time 18 hour. Yields the product C(#C)C(CCC)OC=1C=C2CCC(OC2=C(C1F)F)CCCCC (6-(1-ethynylbutoxy)-7,8-difluoro-2-pentylchroman). As a reaction SMILES: [F:1][C:2]1[C:11]([F:12])=[C:10]2[C:5]([CH2:6][CH2:7][CH:8]([CH2:13][CH2:14][CH2:15][CH2:16][CH3:17])[O:9]2)=[CH:4][C:3]=1[OH:18].[CH:19]#[C:20][CH:21](O)[CH2:22][CH2:23][CH3:24].C1(P(C2C=CC=CC=2)C2C=CC=CC=2)C=CC=CC=1.CC(OC(/N=N/C(OC(C)C)=O)=O)C>C1COCC1.O>[C:20]([CH:21]([O:18][C:3]1[CH:4]=[C:5]2[C:10](=[C:11]([F:12])[C:2]=1[F:1])[O:9][CH:8]([CH2:13][CH2:14][CH2:15][CH2:16][CH3:17])[CH2:7][CH2:6]2)[CH2:22][CH2:23][CH3:24])#[CH:19]. Reported procedure: 10.0 g (39.0 mmol) of 7,8-difluoro-2-pentylchroman-6-ol are initially introduced in 140 ml of THF together with 4.0 g (41.0 mmol) of 1-hexyn-3-ol and 11.3 g (42.9 mmol) of triphenylphosphine, and 9.1 ml (46.8 mmol) of DIAD are added over the course of 20 min with ice-cooling. After 18 h at RT, water is added, and the mixture is extracted a number of times with MTBE. The combined organic phases are washed with water and saturated sodium chloride soln., and the solution is dried using sodium sulfa... The reactants are C(CC(O)(C(=O)[O-])CC(=O)[O-])(=O)[O-] (citrate), [OH-].[Na+] (sodium hydroxide), S(=O)(=O)([O-])[O-].[NH4+].[NH4+] (ammonium sulfate), C(C1=CC=CC=C1)OC(=O)NC1(C(=O)NC(C1)=O)C(=O)OCC (2-benzyloxycarbonylamino-2-ethoxycarbonyl succinimide), resultant mixture, resultant mixture. Solvent: CS(=O)C (dimethylsulfoxide). Yields the product C(C1=CC=CC=C1)OC(=O)N[C@]1(C(=O)NC(C1)=O)C(=O)OCC ((R)-2-benzyloxycarbonylamino-2-ethoxycarbonyl succinimide). The yield is 48.0%. As a reaction SMILES: [CH2:1]([O:8][C:9]([NH:11][C:12]1([C:19]([O:21][CH2:22][CH3:23])=[O:20])[CH2:17][C:16](=[O:18])[NH:15][C:13]1=[O:14])=[O:10])[C:2]1[CH:7]=[CH:6][CH:5]=[CH:4][CH:3]=1.C([O-])(=O)CC(CC([O-])=O)(C([O-])=O)O.[OH-].[Na+].S([O-])([O-])(=O)=O.[NH4+].[NH4+]>CS(C)=O>[CH2:1]([O:8][C:9]([NH:11][C@:12]1([C:19]([O:21][CH2:22][CH3:23])=[O:20])[CH2:17][C:16](=[O:18])[NH:15][C:13]1=[O:14])=[O:10])[C:2]1[CH:7]=[CH:6][CH:5]=[CH:4][CH:3]=1 |f:2.3,4.5.6|. Reported procedure: 5.0 g of 2-benzyloxycarbonylamino-2-ethoxycarbonyl succinimide were dissolved in 100 g of dimethylsulfoxide and thereto, 100 g of 0.05 mol/L citrate buffer solution (pH 4.4) were added, followed by adjusting pH value of the resultant mixture to 6.5 with a 5% sodium hydroxide aqueous solution. Thereto, 0.28 mL of esterase (PLE (2.7 kU/mL); manufactured by BioCatalytics, Inc., ammonium sulfate suspension) were added and the resultant mixture was stirred at 25° C. for 78 hours, followed by analyzin... Starting materials: COC=1C=C(C=CC1)CCN(C(=O)C12CC3CC(CC(C1)C3)C2)C2=CC=CC=C2 (adamantane-1-carboxylic acid [2-(3-methoxy-phenyl)-ethyl]-phenyl-amide), final residue. Solvent: CCOC(=O)C (EtOAc), hexanes. Yields the product C12(CC3CC(CC(C1)C3)C2)C2N(CCC3=CC(=CC=C23)OC)C2=CC=CC=C2 (1-Adamantan-1-yl-6-methoxy-2-phenyl-1,2,3,4-tetrahydroisoquinoline). As a reaction SMILES: [CH3:1][O:2][C:3]1[CH:4]=[C:5]([CH2:9][CH2:10][N:11]([C:24]2[CH:29]=[CH:28][CH:27]=[CH:26][CH:25]=2)[C:12]([C:14]23[CH2:23][CH:18]4[CH2:19][CH:20]([CH2:22][CH:16]([CH2:17]4)[CH2:15]2)[CH2:21]3)=O)[CH:6]=[CH:7][CH:8]=1>CCOC(C)=O>[C:14]12([CH:12]3[C:6]4[C:5](=[CH:4][C:3]([O:2][CH3:1])=[CH:8][CH:7]=4)[CH2:9][CH2:10][N:11]3[C:24]3[CH:25]=[CH:26][CH:27]=[CH:28][CH:29]=3)[CH2:15][CH:16]3[CH2:17][CH:18]([CH2:19][CH:20]([CH2:22]3)[CH2:21]1)[CH2:23]2. Reported procedure: The title compound was prepared by analogy to Preparation 65 except that adamantane-1-carboxylic acid [2-(3-methoxy-phenyl)-ethyl]-phenyl-amide was used instead of 4-methoxy-N-[2-(3-methoxy-phenyl)-ethyl]-N-phenyl-benzamide, and the final residue was subjected to flash chromatography using hexanes:EtOAc from 20:1 to 10:1. Reactants: N#Cc1ccc(Br)s1, C[Al](C)C, Cc1ccccc1, Nc1c(Cl)cccc1Cl. Yields the product N=C(Nc1c(Cl)cccc1Cl)c1ccc(Br)s1. Reaction SMILES: [Br:14][c:15]1[cH:16][cH:17][c:18]([C:20]#[N:21])[s:19]1.[CH3:10][Al:11]([CH3:12])[CH3:13].[CH3:22][c:23]1[cH:24][cH:25][cH:26][cH:27][cH:28]1.[NH2:1][c:2]1[c:3]([Cl:4])[cH:5][cH:6][cH:7][c:8]1[Cl:9]>>[NH:1]([c:2]1[c:3]([Cl:4])[cH:5][cH:6][cH:7][c:8]1[Cl:9])[C:20]([c:18]1[cH:17][cH:16][c:15]([Br:14])[s:19]1)=[NH:21]. Reaction conditions: time 10 minute. The reactants are Cl.ClC1=CC(=C(C=C1)NN)F (4-Chloro-2-fluorophenyl hydrazine hydrochloride), CN1CCC(CC1)=O (N-Methylpiperidine-4-one). Yields the product ClC1=CC=2C3=C(NC2C(=C1)F)CCN(C3)C (8-chloro-6-fluoro-2-methyl-2,3,4,5-tetrahydro-1H-pyrido[4,3-b]indole). Solvent: O1CCOCC1 (1,4-dioxan), S(O)(O)(=O)=O (sulfuric acid). Procedure: 4-Chloro-2-fluorophenyl hydrazine hydrochloride (1 equiv.) is taken in 7% sulfuric acid in 1,4-dioxan. N-Methylpiperidine-4-one (0.76-1.4 equiv.) is added and the contents are stirred at RT for 10 min. The reaction mixture is then stirred at 100° C. for 6 h. The reaction is monitored by TLC and LCMS. After completion of the reaction, the reaction mixture is concentrated and then slowly quenched with aq. NaHCO3 solution, followed by extraction with EtOAc. The organic layer is dried over anhydrous... As a reaction SMILES: Cl.[Cl:2][C:3]1[CH:8]=[CH:7][C:6]([NH:9]N)=[C:5]([F:11])[CH:4]=1.[CH3:12][N:13]1[CH2:18][CH2:17][C:16](=O)[CH2:15][CH2:14]1>S(=O)(=O)(O)O.O1CCOCC1>[Cl:2][C:3]1[CH:4]=[C:5]([F:11])[C:6]2[NH:9][C:16]3[CH2:17][CH2:18][N:13]([CH3:12])[CH2:14][C:15]=3[C:7]=2[CH:8]=1 |f:0.1|.